The task is: describe an organic reaction: reactants, conditions, products, and yield. This data is from the Open Reaction Database (ORD), a public repository of structured organic reaction records. Starting materials: [BH3-]C#N, CO, CO, CC(C)(C)OC(=O)NC1CC2C=CC1O2, ClCCl, NCc1ccccc1, [Na+]. Yields the product CC(C)(C)OC(=O)NC1CC2CN(Cc3ccccc3)CC1O2. As a reaction SMILES: [C:24]([BH3-:25])#[N:26].[CH3:28][OH:29].[CH3:33][OH:34].[CH:1]12[CH:2]([NH:8][C:9]([O:10][C:11]([CH3:12])([CH3:13])[CH3:14])=[O:15])[CH2:3][CH:4]([CH:5]=[CH:6]1)[O:7]2.[Cl:30][CH2:31][Cl:32].[NH2:16][CH2:17][c:18]1[cH:19][cH:20][cH:21][cH:22][cH:23]1.[Na+:27]>>[CH:1]12[CH:2]([NH:8][C:9]([O:10][C:11]([CH3:12])([CH3:13])[CH3:14])=[O:15])[CH2:3][CH:4]([CH2:5][N:16]([CH2:17][c:18]3[cH:19][cH:20][cH:21][cH:22][cH:23]3)[CH2:6]1)[O:7]2.